Dataset: the Open Reaction Database (ORD), a public repository of structured organic reaction records. Task: describe an organic reaction: reactants, conditions, products, and yield Starting materials: CC(C)([O-])C.[K+] (potassium tert-butoxide), [Cl-].NC(=[NH2+])N (guanidinium chloride), C1(CC1)CN1C(C2=CC=CC=C2C1=O)CC(=O)OCC (ethyl (2-cyclopropylmethyl-3-oxo-2,3-dihydro-1H-isoindol-1-yl)acetate). Solvent: O (water). Reaction conditions: temperature 20 celsius, time 20 hour. The product is C1(CC1)CN1C(C2=CC=CC=C2C1=O)CC(=O)NC(=N)N (N-[(2-cyclopropylmethyl-3-oxo-2,3-dihydro-1H-isoindol-1-yl)acetyl]guanidine). The yield is 76.4%. As a reaction SMILES: CC(C)([O-])C.[K+].[Cl-].[NH2:8][C:9]([NH2:11])=[NH2+:10].[CH:12]1([CH2:15][N:16]2[C:24](=[O:25])[C:23]3[C:18](=[CH:19][CH:20]=[CH:21][CH:22]=3)[CH:17]2[CH2:26][C:27](OCC)=[O:28])[CH2:14][CH2:13]1>O>[CH:12]1([CH2:15][N:16]2[C:24](=[O:25])[C:23]3[C:18](=[CH:19][CH:20]=[CH:21][CH:22]=3)[CH:17]2[CH2:26][C:27]([NH:10][C:9]([NH2:11])=[NH:8])=[O:28])[CH2:13][CH2:14]1 |f:0.1,2.3|. Procedure: N-[(2-Cyclopropylmethyl-3-oxo-2,3-dihydro-1H-isoindol-1-yl)acetyl]guanidine is prepared as described in Example 1, starting with 2.9 g of potassium tert-butoxide, 2.5 g of guanidinium chloride and 1.5 g of ethyl (2-cyclopropylmethyl-3-oxo-2,3-dihydro-1H-isoindol-1-yl)acetate. The reaction mixture is stirred at a temperature in the region of 20° C. for 20 hours, followed by addition of 20 cm3 of water. The aqueous phase is extracted with 3 times 100 cm3 of ethyl acetate. The organic extracts are ... Reactants: CC(=O)OCC1OC(n2cnc3c(N)ncnc32)C(O)C1Br, CC#N, [Na+], [Na+], O=C([O-])[O-]. Yields the product CC(=O)OCC1CC(O)C(n2cnc3c(N)ncnc32)O1. As a reaction SMILES: [C:1]([CH3:2])(=[O:3])[O:4][CH2:5][CH:6]1[CH:7]([Br:22])[CH:8]([OH:21])[CH:9]([n:11]2[cH:12][n:13][c:14]3[c:15]([NH2:16])[n:17][cH:18][n:19][c:20]23)[O:10]1.[CH3:29][C:30]#[N:31].[Na+:23].[Na+:24].[O-:25][C:26](=[O:27])[O-:28]>>[C:1]([CH3:2])(=[O:3])[O:4][CH2:5][CH:6]1[CH2:7][CH:8]([OH:21])[CH:9]([n:11]2[cH:12][n:13][c:14]3[c:15]([NH2:16])[n:17][cH:18][n:19][c:20]23)[O:10]1. The reactants are [NH4+].[Cl-] (NH4Cl), BrC1=CC(=NC=C1)C(F)(F)F (4-bromo-2-(trifluoromethyl)pyridine), P(=O)([O-])([O-])[O-].[K+].[K+].[K+] (tripotassium phosphate), N1=C(C=CC=C1)C(=O)O (picolinic acid), NC1=NC=C(C=C1C1=CC=C(C=C1)O)Cl (4-(2-amino-5-chloropyridin-3-yl)phenol). Reagents/catalysts: [Cu]I (copper (I) iodide). The solvent is CS(=O)C (DMSO). Run at temperature 140 celsius, time 8 hour. The product is ClC=1C=C(C(NC1)N)C1=CC=C(C=C1)OC1=CC(=NC=C1)C(F)(F)F (5-chloro-3-(4-{[2-(trifluoromethyl)pyridin-4-yl]oxy}phenyl)-1,2-dihydropyridin-2-amine). Yield: 55.2%. RXN SMILES: Br[C:2]1[CH:7]=[CH:6][N:5]=[C:4]([C:8]([F:11])([F:10])[F:9])[CH:3]=1.P([O-])([O-])([O-])=O.[K+].[K+].[K+].N1C=CC=CC=1C(O)=O.[NH2:29][C:30]1[C:35]([C:36]2[CH:41]=[CH:40][C:39]([OH:42])=[CH:38][CH:37]=2)=[CH:34][C:33]([Cl:43])=[CH:32][N:31]=1.[NH4+].[Cl-]>CS(C)=O.[Cu]I>[Cl:43][C:33]1[CH:34]=[C:35]([C:36]2[CH:41]=[CH:40][C:39]([O:42][C:2]3[CH:7]=[CH:6][N:5]=[C:4]([C:8]([F:11])([F:10])[F:9])[CH:3]=3)=[CH:38][CH:37]=2)[CH:30]([NH2:29])[NH:31][CH:32]=1 |f:1.2.3.4,7.8|. Procedure details: A mixture of 4-bromo-2-(trifluoromethyl)pyridine (282 mg), tripotassium phosphate (481 mg), picolinic acid (27.9 mg), copper (I) iodide (21.58 mg) and 4-(2-amino-5-chloropyridin-3-yl)phenol (250 mg) in DMSO (5 ml) was stirred at 140° C. under N2 overnight. The mixture was poured into sat. NH4Cl aq. and extracted with EtOAc. The organic layer was separated, washed with brine, dried over anhydrous magnesium sulfate and concentrated in vacuo. The residue was purified by column chromatography (NH si... Reactants: CC(=O)O[BH-](OC(C)=O)OC(C)=O, CC(=O)O, CC(C)N1CCNCC1, ClCCl, O=Cc1ccc(OCCCN2CCCCC2)cc1, [Na+], [Na+], [OH-]. Product: CC(C)N1CCN(Cc2ccc(OCCCN3CCCCC3)cc2)CC1. Reaction SMILES: [C:28]([O:29][BH-:30]([O:31][C:32](=[O:33])[CH3:34])[O:35][C:36](=[O:37])[CH3:38])(=[O:39])[CH3:40].[CH3:47][C:48](=[O:49])[OH:50].[CH:19]([CH3:20])([CH3:21])[N:22]1[CH2:23][CH2:24][NH:25][CH2:26][CH2:27]1.[Cl:44][CH2:45][Cl:46].[N:1]1([CH2:7][CH2:8][CH2:9][O:10][c:11]2[cH:12][cH:13][c:14]([CH:15]=[O:16])[cH:17][cH:18]2)[CH2:2][CH2:3][CH2:4][CH2:5][CH2:6]1.[Na+:41].[Na+:43].[OH-:42]>>[N:1]1([CH2:7][CH2:8][CH2:9][O:10][c:11]2[cH:12][cH:13][c:14]([CH2:15][N:25]3[CH2:24][CH2:23][N:22]([CH:19]([CH3:20])[CH3:21])[CH2:27][CH2:26]3)[cH:17][cH:18]2)[CH2:2][CH2:3][CH2:4][CH2:5][CH2:6]1. Reactants: C(=O)O (Formic acid), [F-].[K+] (Potassium fluoride), C(C)OC(COC1=C(C=C(C=C1)Cl)[C@H]1N(CC2=CC=CC=C12)C(C=C)=O)=O ([2-((S)-2-acryloyl-2,3-dihydro-1H-isoindol-1-yl)-4-chloro-phenoxy]-acetic acid ethyl ester), FC=1C=C2C=NNC2=CC1 (5-fluoro-1H-indazole). The solvent is CC#N (MeCN). Reaction conditions: temperature 80 celsius, time 18 hour. Yields the product ClC1=CC(=C(OCC(=O)O)C=C1)C1N(CC2=CC(=CC=C12)F)C(CCN1N=CC2=CC=CC=C12)=O ((±)-{4-Chloro-2-[5-fluoro-2-(3-indazol-1-yl-propionyl)-2,3-dihydro-1H-isoindol-1-yl]-phenoxy}-acetic acid). Reaction SMILES: [F-:1].[K+].C([O:5][C:6](=[O:29])[CH2:7][O:8][C:9]1[CH:14]=[CH:13][C:12]([Cl:15])=[CH:11][C:10]=1[C@@H:16]1[C:24]2[C:19](=[CH:20][CH:21]=[CH:22][CH:23]=2)[CH2:18][N:17]1[C:25](=[O:28])[CH:26]=[CH2:27])C.F[C:31]1[CH:32]=[C:33]2[C:37](=[CH:38][CH:39]=1)[NH:36][N:35]=[CH:34]2.C(O)=O>CC#N>[Cl:15][C:12]1[CH:13]=[CH:14][C:9]([O:8][CH2:7][C:6]([OH:5])=[O:29])=[C:10]([CH:16]2[C:24]3[C:19](=[CH:20][C:21]([F:1])=[CH:22][CH:23]=3)[CH2:18][N:17]2[C:25](=[O:28])[CH2:26][CH2:27][N:36]2[C:37]3[C:33](=[CH:32][CH:31]=[CH:39][CH:38]=3)[CH:34]=[N:35]2)[CH:11]=1 |f:0.1|. Procedure details: Potassium fluoride 40 wt. % on alumina (218 mg, 3.75 mmol, 25 eq.) was added to a mixture of [2-((S)-2-acryloyl-2,3-dihydro-1H-isoindol-1-yl)-4-chloro-phenoxy]-acetic acid ethyl ester (58 mg, 0.15 mmol, 1.0 eq.) and 5-fluoro-1H-indazole (25 mg, 0.18 mmol, 1.2 eq.) in MeCN (1 mL). The resulting suspension was stirred at 80° C. for 18 hours. Formic acid was added (0.2 mL). The reaction mixture was filtered and the filtrate was concentrated in vacuo. The residue was purified by prep. HPLC (column: ... Reactants: [I-].C[S+](=O)(C)C (trimethylsulfoxonium iodide), [H-].[Na+] (NaH), ClC1=CC=C(C=C1)C(/C=C/C#N)(CC)N1N=CC2=C(C=CC=C12)N(S(=O)(=O)C)COCC[Si](C)(C)C ((E)-N-(1-(3-(4-chlorophenyl)-1-cyanopent-1-en-3-yl)-1H-indazol-4-yl)-N-((2-(trimethylsilyl)ethoxy)methyl) methanesulfonamide). The solvent is CS(=O)C (DMSO), CS(=O)C (DMSO). Reaction conditions: time 3 hour. Product: ClC1=CC=C(C=C1)C(CC)(C1C(C1)C#N)N1N=CC2=C(C=CC=C12)N(S(=O)(=O)C)COCC[Si](C)(C)C (N-(1-(1-(4-chlorophenyl)-1-(2-cyanocyclopropyl)propyl)-1H-indazol-4-yl)-N-((2-(trimethylsilyl)ethoxy)methyl)methanesulfonamide). Reaction SMILES: [H-].[Na+].[I-].[CH3:4][S+](C)(C)=O.[Cl:9][C:10]1[CH:15]=[CH:14][C:13]([C:16]([N:23]2[C:31]3[C:26](=[C:27]([N:32]([CH2:37][O:38][CH2:39][CH2:40][Si:41]([CH3:44])([CH3:43])[CH3:42])[S:33]([CH3:36])(=[O:35])=[O:34])[CH:28]=[CH:29][CH:30]=3)[CH:25]=[N:24]2)([CH2:21][CH3:22])/[CH:17]=[CH:18]/[C:19]#[N:20])=[CH:12][CH:11]=1>CS(C)=O>[Cl:9][C:10]1[CH:11]=[CH:12][C:13]([C:16]([N:23]2[C:31]3[C:26](=[C:27]([N:32]([CH2:37][O:38][CH2:39][CH2:40][Si:41]([CH3:44])([CH3:42])[CH3:43])[S:33]([CH3:36])(=[O:34])=[O:35])[CH:28]=[CH:29][CH:30]=3)[CH:25]=[N:24]2)([CH:17]2[CH2:4][CH:18]2[C:19]#[N:20])[CH2:21][CH3:22])=[CH:14][CH:15]=1 |f:0.1,2.3|. Procedure: A suspension of NaH (22 mg) in anhydrous DMSO (0.9 mL) was added trimethylsulfoxonium iodide (128 mg) at 0° C. and the mixture was stirred at rt for 3 h until the solution became clear. Then was added the solution of (E)-N-(1-(3-(4-chlorophenyl)-1-cyanopent-1-en-3-yl)-1H-indazol-4-yl)-N-((2-(trimethylsilyl)ethoxy)methyl) methanesulfonamide (42 mg) in anhydrous DMSO (0.1 mL) and the reaction mixture was stirred at 70° C. for 16 h. The solution was quenched with saturated NH4Cl solution, extracted... Starting materials: COC1=C(C=CC=C1OC1=C(C=CC=C1)F)CC#N (2-[2-methoxy-3-(2-fluorophenoxy)phenyl]acetonitrile), [OH-].[K+] (potassium hydroxide), O (water). Run in C(C)O (ethanol). The product is COC1=C(C=CC=C1OC1=C(C=CC=C1)F)CC(=O)O (2-[2-methoxy-3-(2-fluorophenoxy)phenyl]acetic acid). RXN SMILES: [CH3:1][O:2][C:3]1[C:8]([O:9][C:10]2[CH:15]=[CH:14][CH:13]=[CH:12][C:11]=2[F:16])=[CH:7][CH:6]=[CH:5][C:4]=1[CH2:17][C:18]#N.[OH-:20].[K+].[OH2:22]>C(O)C>[CH3:1][O:2][C:3]1[C:8]([O:9][C:10]2[CH:15]=[CH:14][CH:13]=[CH:12][C:11]=2[F:16])=[CH:7][CH:6]=[CH:5][C:4]=1[CH2:17][C:18]([OH:22])=[O:20] |f:1.2|. Procedure: A mixture of 2-[2-methoxy-3-(2-fluorophenoxy)phenyl]acetonitrile (5 g) and potassium hydroxide (2.2 g) in ethanol (60 ml) and water (30 ml) was refluxed under heating for 20 hours, and the reaction mixture was evaporated. To the residue was added water, and the mixture was washed with diethyl ether, acidified with conc. hydrochloric acid and extracted with diethyl ether. The extract was washed with water, dried and then evaporated to give oily 2-[2-methoxy-3-(2-fluorophenoxy)phenyl]acetic acid (...